From a dataset of the Open Reaction Database (ORD), a public repository of structured organic reaction records. describe an organic reaction: reactants, conditions, products, and yield The reactants are O=Cc1ccccc1Br, Cc1ccccc1, CCOC(C)=O, OB(O)C1CC1, C1CCC(P(C2CCCCC2)C2CCCCC2)CC1, [K+], [K+], [K+], CC(=O)[O-], CC(=O)[O-], O, O=P([O-])([O-])[O-], [Pd+2]. The product is O=Cc1ccccc1C1CC1. RXN SMILES: [Br:1][c:2]1[c:3]([CH:4]=[O:5])[cH:6][cH:7][cH:8][cH:9]1.[CH3:43][c:44]1[cH:45][cH:46][cH:47][cH:48][cH:49]1.[CH3:51][CH2:52][O:53][C:54](=[O:55])[CH3:56].[CH:10]1([B:13]([OH:14])[OH:15])[CH2:11][CH2:12]1.[CH:24]1([P:25]([CH:26]2[CH2:27][CH2:28][CH2:29][CH2:30][CH2:31]2)[CH:32]2[CH2:33][CH2:34][CH2:35][CH2:36][CH2:37]2)[CH2:38][CH2:39][CH2:40][CH2:41][CH2:42]1.[K+:21].[K+:22].[K+:23].[O-:58][C:59]([CH3:60])=[O:61].[O-:62][C:63]([CH3:64])=[O:65].[OH2:50].[P:16]([O-:17])([O-:18])([O-:19])=[O:20].[Pd+2:57]>>[c:2]1([CH:10]2[CH2:11][CH2:12]2)[c:3]([CH:4]=[O:5])[cH:6][cH:7][cH:8][cH:9]1. Reactants: FC=1C=C(C=C(C1F)F)[C@@H]1COC[C@@H](N1)C(C)(C)O (2-[(3R,5R)-5-(3,4,5-trifluorophenyl)morpholine-3-yl]propane-2-ol), resultant solution, resultant solution, N1=CC=CC=C1 (pyridine), C(C(=O)Cl)(=O)Cl (oxalyl chloride). The solvent is O (water), C(Cl)(Cl)Cl (chloroform). Reaction conditions: time 2 hour. The product is CC1(OC(C(N2[C@@H]1COC[C@H]2C2=CC(=C(C(=C2)F)F)F)=O)=O)C ((6R,9aR)-1,1-dimethyl-6-(3,4,5-trifluorophenyl)tetrahydro[1,4]oxazino[3,4-c][1,4]oxazine-3,4-dione). As a reaction SMILES: [F:1][C:2]1[CH:3]=[C:4]([C@H:10]2[NH:15][C@@H:14]([C:16]([OH:19])([CH3:18])[CH3:17])[CH2:13][O:12][CH2:11]2)[CH:5]=[C:6]([F:9])[C:7]=1[F:8].N1C=CC=CC=1.[C:26](Cl)(=[O:30])[C:27](Cl)=[O:28]>C(Cl)(Cl)Cl.O>[CH3:18][C:16]1([CH3:17])[C@H:14]2[CH2:13][O:12][CH2:11][C@@H:10]([C:4]3[CH:3]=[C:2]([F:1])[C:7]([F:8])=[C:6]([F:9])[CH:5]=3)[N:15]2[C:27](=[O:28])[C:26](=[O:30])[O:19]1. Reported procedure: To a solution of 2-[(3R,5R)-5-(3,4,5-trifluorophenyl)morpholine-3-yl]propane-2-ol (330 mg) and pyridine (2 mL) in chloroform (10 mL) was dropwise added oxalyl chloride (205 μL) while cooling with ice. The resultant solution was stirred at the same temperature for 1 hour, and then stirred for another 2 hours at room temperature. The resultant solution was diluted with water, and the organic layer was partitioned. The organic layer was washed with brine and then dried over anhydrous magnesium sulf... The reactants are CCOC(=O)CCCBr, O=C([O-])[O-], Cc1cc(C)c(C)c(O)c1, CN(C)C=O, CCOC(C)=O, [K+], [K+], O. Product: CCOC(=O)CCCOc1cc(C)cc(C)c1C. As a reaction SMILES: [Br:11][CH2:12][CH2:13][CH2:14][C:15](=[O:16])[O:17][CH2:18][CH3:19].[C:20](=[O:21])([O-:22])[O-:23].[CH3:1][c:2]1[cH:3][c:4]([CH3:5])[c:6]([CH3:7])[c:8]([OH:9])[cH:10]1.[CH3:26][N:27]([CH3:28])[CH:29]=[O:30].[CH3:32][CH2:33][O:34][C:35](=[O:36])[CH3:37].[K+:24].[K+:25].[OH2:31]>>[CH3:1][c:2]1[cH:3][c:4]([CH3:5])[c:6]([CH3:7])[c:8]([O:9][CH2:12][CH2:13][CH2:14][C:15](=[O:16])[O:17][CH2:18][CH3:19])[cH:10]1. As a reaction SMILES: [CH3:24][C:25](=[O:26])[O:27][C:28](=[O:29])[CH3:30].[CH3:36][c:37]1[cH:38][cH:39][cH:40][cH:41][cH:42]1.[Cl:1][CH:2]([C:3](=[O:4])[NH2:5])[CH2:6][c:7]1[cH:8][cH:9][c:10]([O:13][CH2:14][C:15]([c:16]2[cH:17][cH:18][cH:19][cH:20][cH:21]2)([CH3:22])[CH3:23])[cH:11][cH:12]1.[S:31](=[O:32])(=[O:33])([OH:34])[OH:35]>>[Cl:1][CH:2]([C:3](=[O:4])[NH:5][C:25]([CH3:24])=[O:26])[CH2:6][c:7]1[cH:8][cH:9][c:10]([O:13][CH2:14][C:15]([c:16]2[cH:17][cH:18][cH:19][cH:20][cH:21]2)([CH3:22])[CH3:23])[cH:11][cH:12]1. The reactants are CC(=O)OC(C)=O, Cc1ccccc1, CC(C)(COc1ccc(CC(Cl)C(N)=O)cc1)c1ccccc1, O=S(=O)(O)O. Yields the product CC(=O)NC(=O)C(Cl)Cc1ccc(OCC(C)(C)c2ccccc2)cc1. Starting materials: Cl (hydrochloric acid), C(C1=CC=CC=C1)OC[C@@H](COCC(C1=CC(=C(C(=C1)F)F)F)=O)NC(OC(C)(C)C)=O (tert-butyl {(S)-1-benzyloxymethyl-2-[2-oxo-2-(3,4,5-trifluorophenyl)ethoxy]ethyl}carbamate). Solvent: C(C)(=O)OCC (ethyl acetate), C(C)(=O)OCC (ethyl acetate). Conditions: time 1 hour. Product: FC=1C=C(C=C(C1F)F)[C@@H]1COC[C@@H](N1)CO ([(3S,5R)-5-(3,4,5-trifluorophenyl)morpholin-3-yl]methanol). Yield: 78.5%. RXN SMILES: Cl.C([O:9][CH2:10][C@H:11]([NH:26]C(=O)OC(C)(C)C)[CH2:12][O:13][CH2:14][C:15](=O)[C:16]1[CH:21]=[C:20]([F:22])[C:19]([F:23])=[C:18]([F:24])[CH:17]=1)C1C=CC=CC=1>C(OCC)(=O)C>[F:24][C:18]1[CH:17]=[C:16]([C@H:15]2[NH:26][C@@H:11]([CH2:10][OH:9])[CH2:12][O:13][CH2:14]2)[CH:21]=[C:20]([F:22])[C:19]=1[F:23]. Procedure: A solution of 4 N hydrochloric acid in ethyl acetate (30 mL) was added to a solution of tert-butyl {(S)-1-benzyloxymethyl-2-[2-oxo-2-(3,4,5-trifluorophenyl)ethoxy]ethyl}carbamate (3.55 g) in ethyl acetate (30 mL) at room temperature. The reaction solution was stirred at room temperature for one hour and then concentrated under reduced pressure. 10% palladium-carbon (containing 50% water, 167 mg) was added to a solution of the resulting residue in methanol (50 mL), and the reaction solution was s... Starting materials: ester, ClC1=CC(=NC=2N1N=CC2)NC(C2=CC=C(C=C2)C(C)(C)O)=O (N-(7-chloropyrazolo[1,5-a]pyrimidin-5-yl)-4-(2-hydroxypropan-2-yl)benzamide), B(O)O (boronic acid). Procedure: The titled compound was prepared using a procedure analogous to that described in connection with Example 15 except that N-(7-chloropyrazolo[1,5-a]pyrimidin-5-yl)-4-(2-hydroxypropan-2-yl)benzamide (2D) and the corresponding boronic acid or ester were used as starting material. The product was obtained a yellow solid (16%). 1H NMR (400 MHz, MeOD) δ ppm 1.57 (s, 6 H) 6.55 (d, J=2.27 Hz, 1 H) 7.57-7.63 (m, 3 H) 7.68 (d, J=8.59 Hz, 2 H) 7.99 (d, J=8.84 Hz, 2 H) 8.04-8.08 (m, 3 H) 8.09 (d, J=2.27 Hz,... The yield is 16.0%. The product is OC(C)(C)C1=CC=C(C(=O)NC2=NC=3N(C(=C2)C2=CC=CC=C2)N=CC3)C=C1 (4-(2-Hydroxypropan-2-yl)-N-(7-phenylpyrazolo[1,5-a]pyrimidin-5-yl)benzamide), solid. RXN SMILES: Cl[C:2]1[N:7]2[N:8]=[CH:9][CH:10]=[C:6]2[N:5]=[C:4]([NH:11][C:12](=[O:23])[C:13]2[CH:18]=[CH:17][C:16]([C:19]([OH:22])([CH3:21])[CH3:20])=[CH:15][CH:14]=2)[CH:3]=1.B(O)O>>[OH:22][C:19]([C:16]1[CH:17]=[CH:18][C:13]([C:12]([NH:11][C:4]2[CH:3]=[C:2]([C:13]3[CH:18]=[CH:17][CH:16]=[CH:15][CH:14]=3)[N:7]3[N:8]=[CH:9][CH:10]=[C:6]3[N:5]=2)=[O:23])=[CH:14][CH:15]=1)([CH3:21])[CH3:20]. The reactants are NC1=NC(=NS1)C(C(=O)N[C@H]1[C@@H]2N(C(=C(CS2)C[N+]2(CCNCC2)C)C(=O)[O-])C1=O)=NOCC (7β-[2-(5-amino-1,2,4-thiadiazol-3-yl)-2-ethoxyiminoacetamido]-3-(1-methyl-1-piperazinio)methyl-3-cephem-4-carboxylate), C([O-])(O)=O.[Na+] (sodium bicarbonate), Cl.C(C)(=O)OC1=CC(=NC=C1OC(C)=O)C(=O)Cl (4,5-diacetoxy-2-pyridinecarbonyl chloride hydrochloride). Run in O (water), CC(=O)C (acetone). Reaction conditions: time 30 minute. Product: NC1=NC(=NS1)C(C(=O)N[C@H]1[C@@H]2N(C(=C(CS2)C[N+]2(CCN(CC2)C(=O)C2=NC=C(C(=C2)O)O)C)C(=O)[O-])C1=O)=NOCC (7β-[2-(5-amino-1,2,4-thiadiazol-3-yl)-2-ethoxyiminoacetamido]-3-[1-methyl-4-(4,5-dihydroxy-2-pyridylcarbonyl)-1-piperazinio]methyl-3-cephem-4-carboxylate). The yield is 47.9%. Reaction SMILES: [NH2:1][C:2]1[S:6][N:5]=[C:4]([C:7](=[N:31][O:32][CH2:33][CH3:34])[C:8]([NH:10][C@@H:11]2[C:29](=[O:30])[N:13]3[C:14]([C:26]([O-:28])=[O:27])=[C:15]([CH2:18][N+:19]4([CH3:25])[CH2:24][CH2:23][NH:22][CH2:21][CH2:20]4)[CH2:16][S:17][C@H:12]23)=[O:9])[N:3]=1.Cl.C([O:39][C:40]1[C:45]([O:46]C(=O)C)=[CH:44][N:43]=[C:42]([C:50](Cl)=[O:51])[CH:41]=1)(=O)C.C(=O)(O)[O-].[Na+]>O.CC(C)=O>[NH2:1][C:2]1[S:6][N:5]=[C:4]([C:7](=[N:31][O:32][CH2:33][CH3:34])[C:8]([NH:10][C@@H:11]2[C:29](=[O:30])[N:13]3[C:14]([C:26]([O-:28])=[O:27])=[C:15]([CH2:18][N+:19]4([CH3:25])[CH2:24][CH2:23][N:22]([C:50]([C:42]5[CH:41]=[C:40]([OH:39])[C:45]([OH:46])=[CH:44][N:43]=5)=[O:51])[CH2:21][CH2:20]4)[CH2:16][S:17][C@H:12]23)=[O:9])[N:3]=1 |f:1.2,3.4|. Procedure details: To a solution of 7β-[2-(5-amino-1,2,4-thiadiazol-3-yl)-2-ethoxyiminoacetamido]-3-(1-methyl-1-piperazinio)methyl-3-cephem-4-carboxylate (syn isomer) (255 mg) in a mixture of water (5 ml) and acetone (5 ml) was added 4,5-diacetoxy-2-pyridinecarbonyl chloride hydrochloride (309 mg), with maintaining the pH of the solution to 8.0-8.5 by addition of saturated aqueous sodium bicarbonate. After stirring for 30 minutes, acetone was removed by evaporation in vacuo and the residue was adjusted to pH 8 and... Starting materials: O=C1CCC(=O)N1Br, CCC1Cc2cc(NC(C)=O)ccc2C1=O, CN(C)C=O. Yields the product CCC1Cc2c(ccc(NC(C)=O)c2Br)C1=O. Reaction SMILES: [Br:17][N:18]1[C:19](=[O:20])[CH2:21][CH2:22][C:23]1=[O:24].[C:1]([CH3:2])(=[O:3])[NH:4][c:5]1[cH:6][c:7]2[c:11]([cH:12][cH:13]1)[C:10](=[O:14])[CH:9]([CH2:15][CH3:16])[CH2:8]2.[CH3:25][N:26]([CH3:27])[CH:28]=[O:29]>>[C:1]([CH3:2])(=[O:3])[NH:4][c:5]1[c:6]([Br:17])[c:7]2[c:11]([cH:12][cH:13]1)[C:10](=[O:14])[CH:9]([CH2:15][CH3:16])[CH2:8]2. The reactants are O=C(Cl)C=Cc1ccccc1, NC1=NC(=O)C2=CC=NC2=N1. Yields the product O=C(C=Cc1ccccc1)NC1=NC(=O)C2=CC=NC2=N1. RXN SMILES: [C:12]([CH:13]=[CH:14][c:15]1[cH:16][cH:17][cH:18][cH:19][cH:20]1)(=[O:21])[Cl:22].[NH2:1][C:2]1=[N:3][C:4](=[O:11])[C:5]2=[CH:10][CH:9]=[N:8][C:6]2=[N:7]1>>[NH:1]([C:2]1=[N:3][C:4](=[O:11])[C:5]2=[CH:10][CH:9]=[N:8][C:6]2=[N:7]1)[C:12]([CH:13]=[CH:14][c:15]1[cH:16][cH:17][cH:18][cH:19][cH:20]1)=[O:21]. Reactants: COC1=CC=C(S1)N=C=O (5-methoxy-2-thienyl isocyanate), CN1CC(=O)N=C1N (creatinine), O (water). Solvent: C1(=CC=CC=C1)C (toluene), CN(C)C=O (DMF). Reaction conditions: temperature 65 celsius. Yields the product COC1=CC=C(S1)NC(=O)N=C1N(CC(N1)=O)C (1-(5-Methoxy-2-thienyl)-3-(tetrahydro-1-methyl-4-oxo-1H-imidazol-2-ylidene) urea). The yield is 3.2%. RXN SMILES: [CH3:1][N:2]1[C:7]([NH2:8])=[N:6][C:4](=[O:5])[CH2:3]1.[CH3:9][O:10][C:11]1[S:15][C:14]([N:16]=[C:17]=[O:18])=[CH:13][CH:12]=1.O>CN(C=O)C.C1(C)C=CC=CC=1>[CH3:9][O:10][C:11]1[S:15][C:14]([NH:16][C:17]([N:8]=[C:7]2[NH:6][C:4](=[O:5])[CH2:3][N:2]2[CH3:1])=[O:18])=[CH:13][CH:12]=1. Procedure details: To a stirred suspension of 3.0 g (26 mM) of creatinine in 25 ml of anhydrous DMF was added a solution of 4.1 g (26 mM) of 5-methoxy-2-thienyl isocyanate in 20 ml of toluene. The resulting mixture was heated at 65° C. for 4.5 hrs., cooled, and poured into 200 ml of water. The mixture was extracted with ethyl acetate, and the combined extracts dried (MgSO4) and concentrated. The residue was recrystallized from ethyl acetate and then ethanol. Final purification was accomplished by chromatography ov...